The task is: describe an organic reaction: reactants, conditions, products, and yield. This data is from the Open Reaction Database (ORD), a public repository of structured organic reaction records. Reported procedure: To a mixture of (3R)-1,2,3,4-tetrahydro-β-carboline-3-carboxylic acid (5.4 g), 2N NaOH (25 ml) and 50% ethanol (70 ml) is added dropwise carbon disulfide (1.5 ml) at room temperature. The mixture is stirred at room temperature for 30 minutes, and thereto is added dropwise benzyl bromide (3.5 ml), and the mixture is further stirred at the same temperature for 3 hours and then distilled to remover the solvent. To the residue is added water, and the mixture is extracted with ether. The aqueous laye... RXN SMILES: [CH2:1]1[C:13]2[NH:12][C:11]3[C:6](=[CH:7][CH:8]=[CH:9][CH:10]=3)[C:5]=2[CH2:4][C@H:3]([C:14]([OH:16])=[O:15])[NH:2]1.[OH-].[Na+].C(O)C.[CH2:22](Br)[C:23]1[CH:28]=[CH:27][CH:26]=[CH:25][CH:24]=1.[C:30](=[S:32])=[S:31]>>[CH2:22]([S:32][C:30]([N:2]1[C@@H:3]([C:14]([OH:16])=[O:15])[CH2:4][C:5]2[C:6]3[C:11](=[CH:10][CH:9]=[CH:8][CH:7]=3)[NH:12][C:13]=2[CH2:1]1)=[S:31])[C:23]1[CH:28]=[CH:27][CH:26]=[CH:25][CH:24]=1 |f:1.2|. Reaction conditions: time 30 minute. Reactants: C1N[C@H](CC=2C3=CC=CC=C3NC12)C(=O)O ((3R)-1,2,3,4-tetrahydro-β-carboline-3-carboxylic acid), [OH-].[Na+] (NaOH), C(C)O (ethanol), C(C1=CC=CC=C1)Br (benzyl bromide), C(=S)=S (carbon disulfide). Yields the product C(C1=CC=CC=C1)SC(=S)N1CC=2NC3=CC=CC=C3C2C[C@@H]1C(=O)O ((3R)-2-[(Benzylthio)thiocarbonyl]-1,2,3,4-tetrahydro-β-carboline-3-carboxylic acid). Reactants: N1(C=NC=C1)CCCN (3-Imidazol-1-yl-propylamine), C(C1=CC=CC=C1)=O (Benzaldehyde), C(C)OC(C(CC1=CNC2=CC=CC=C12)=O)=O (3-(1H-Indol-3-yl)-2-oxo-propionic acid ethyl ester). The solvent is C(C)O (ethanol). Conditions: temperature 50 celsius, time 24 hour. Product: OC=1C(N(C(C1C1=CNC2=CC=CC=C12)C1=CC=CC=C1)CCCN1C=NC=C1)=O (3-Hydroxy-1-(3-imidazol-1-yl-propyl)-4-(1H-indol-3-yl)-5-phenyl-1,5-dihydro-pyrrol-2-one). Reaction SMILES: [N:1]1([CH2:6][CH2:7][CH2:8][NH2:9])[CH:5]=[CH:4][N:3]=[CH:2]1.[CH:10](=O)[C:11]1[CH:16]=[CH:15][CH:14]=[CH:13][CH:12]=1.C(O[C:21](=[O:34])[C:22](=[O:33])[CH2:23][C:24]1[C:32]2[C:27](=[CH:28][CH:29]=[CH:30][CH:31]=2)[NH:26][CH:25]=1)C>C(O)C>[OH:33][C:22]1[C:21](=[O:34])[N:9]([CH2:8][CH2:7][CH2:6][N:1]2[CH:5]=[CH:4][N:3]=[CH:2]2)[CH:10]([C:11]2[CH:16]=[CH:15][CH:14]=[CH:13][CH:12]=2)[C:23]=1[C:24]1[C:32]2[C:27](=[CH:28][CH:29]=[CH:30][CH:31]=2)[NH:26][CH:25]=1. Procedure: 3-Imidazol-1-yl-propylamine (1 mmol) and Benzaldehyde (1 mmol) were added to ethanol (5 ml). After 30 min 3-(1H-Indol-3-yl)-2-oxo-propionic acid ethyl ester (1 mmol) was added. The reaction was heated to 50° C. and stirred for 24 h. After evaporation of the solvent the residue was purified with chromatographic methods.